From a dataset of the Open Reaction Database (ORD), a public repository of structured organic reaction records. describe an organic reaction: reactants, conditions, products, and yield The reactants are C1(=CC=CC=C1)CCC(=O)N[C@@H](CC1=CC=CC=C1)C(=O)N[C@@H]1C(N[C@@H]1OC(COS(=O)(=O)C1=CC=C(C=C1)C)C1=CC=CC=C1)=O ((3S,4R)-3-{N-(3-phenylpropionoyl)-L-phenylalanyl}amino-4-{2-(p-toluenesulfonyl)oxy-1 -phenylethoxy}azetidin-2-one), [Br-].[Li+] (lithium bromide), CN(C)P(=O)(N(C)C)N(C)C (HMPA). Run in C(C)(=O)OCC (ethyl acetate). Conditions: temperature 60 celsius, time 1.5 hour. Product: C1(=CC=CC=C1)CCC(=O)N[C@@H](CC1=CC=CC=C1)C(=O)N[C@@H]1C(N[C@@H]1OC(CBr)C1=CC=CC=C1)=O ((3S,4R)-3-{N-(3-phenylpropionoyl)-L-phenylalanyl}amino-4-(2-bromo-1-phenylethoxy)-azetidin-2-one). Isolated yield 72.6%. RXN SMILES: [C:1]1([CH2:7][CH2:8][C:9]([NH:11][C@H:12]([C:20]([NH:22][C@H:23]2[C@@H:26]([O:27][CH:28]([C:41]3[CH:46]=[CH:45][CH:44]=[CH:43][CH:42]=3)[CH2:29]OS(C3C=CC(C)=CC=3)(=O)=O)[NH:25][C:24]2=[O:47])=[O:21])[CH2:13][C:14]2[CH:19]=[CH:18][CH:17]=[CH:16][CH:15]=2)=[O:10])[CH:6]=[CH:5][CH:4]=[CH:3][CH:2]=1.[Br-:48].[Li+].CN(P(N(C)C)(N(C)C)=O)C>C(OCC)(=O)C>[C:1]1([CH2:7][CH2:8][C:9]([NH:11][C@H:12]([C:20]([NH:22][C@H:23]2[C@@H:26]([O:27][CH:28]([C:41]3[CH:46]=[CH:45][CH:44]=[CH:43][CH:42]=3)[CH2:29][Br:48])[NH:25][C:24]2=[O:47])=[O:21])[CH2:13][C:14]2[CH:19]=[CH:18][CH:17]=[CH:16][CH:15]=2)=[O:10])[CH:6]=[CH:5][CH:4]=[CH:3][CH:2]=1 |f:1.2|. Procedure: A mixture of (3S,4R)-3-{N-(3-phenylpropionoyl)-L-phenylalanyl}amino-4-{2-(p-toluenesulfonyl)oxy-1 -phenylethoxy}azetidin-2-one (160 mg, 0.244 mmol), lithium bromide (133 mg, 1.525 mmol) and HMPA (4 ml) was stirred at 60° C. for 1.5 hrs. The resulting mixture was diluted with ethyl acetate, washed with water, brine, and dried over sodium sulfate. After removal of solvent, the residue was purified by silica gel column chromatography using hexane-ethyl acetate (1:2) as eluent and 100 mg (3S,4R)-3-{... Reactants: CCOCCO, COc1cccc2c(Cl)c(C#N)cnc12, Cl, Nc1ccc2[nH]nnc2c1, c1ccncc1. Yields the product COc1cccc2c(Nc3ccc4nn[nH]c4c3)c(C#N)cnc12. As a reaction SMILES: [CH3:33][CH2:34][O:35][CH2:36][CH2:37][OH:38].[Cl:1][c:2]1[c:3]([C:14]#[N:15])[cH:4][n:5][c:6]2[c:7]([O:12][CH3:13])[cH:8][cH:9][cH:10][c:11]12.[ClH:26].[NH2:16][c:17]1[cH:18][c:19]2[c:20]([nH:21][n:22][n:23]2)[cH:24][cH:25]1.[n:27]1[cH:28][cH:29][cH:30][cH:31][cH:32]1>>[c:2]1([NH:16][c:17]2[cH:18][c:19]3[c:20]([n:21][n:22][nH:23]3)[cH:24][cH:25]2)[c:3]([C:14]#[N:15])[cH:4][n:5][c:6]2[c:7]([O:12][CH3:13])[cH:8][cH:9][cH:10][c:11]12. Reactants: CCCNCC1CC1, ClCCCl, COc1ccc2oc(C(=O)C(C)(C)C)c(CC(=O)O)c2c1, CCN(C(C)C)C(C)C, CN(C)C=O, On1nnc2ccccc21. Yields the product CCCN(CC1CC1)C(=O)Cc1c(C(=O)C(C)(C)C)oc2ccc(OC)cc12. RXN SMILES: [CH2:32]([CH2:33][CH3:34])[NH:35][CH2:36][CH:37]1[CH2:38][CH2:39]1.[CH2:54]([Cl:55])[CH2:56][Cl:57].[CH3:1][C:2]([C:3](=[O:4])[c:5]1[o:6][c:7]2[c:8]([c:9]1[CH2:10][C:11](=[O:12])[OH:13])[cH:14][c:15]([O:18][CH3:19])[cH:16][cH:17]2)([CH3:20])[CH3:21].[CH:40]([N:41]([CH2:42][CH3:43])[CH:44]([CH3:45])[CH3:46])([CH3:47])[CH3:48].[O:49]=[CH:50][N:51]([CH3:52])[CH3:53].[OH:22][n:23]1[c:24]2[c:25]([cH:26][cH:27][cH:28][cH:29]2)[n:30][n:31]1>>[CH3:1][C:2]([C:3](=[O:4])[c:5]1[o:6][c:7]2[c:8]([c:9]1[CH2:10][C:11](=[O:12])[N:35]([CH2:32][CH2:33][CH3:34])[CH2:36][CH:37]1[CH2:38][CH2:39]1)[cH:14][c:15]([O:18][CH3:19])[cH:16][cH:17]2)([CH3:20])[CH3:21]. Reactants: CCN=C=NCCCN(C)C, COc1cc2nccc(Oc3ccc(OCC(=O)O)cc3)c2cc1OC, Cc1ccc(N)cc1, ClC(Cl)Cl, Cl, [Na+], O, On1nnc2ccccc21, O=C([O-])O. Product: COc1cc2nccc(Oc3ccc(OCC(=O)Nc4ccc(C)cc4)cc3)c2cc1OC. RXN SMILES: [CH2:28]([N:29]=[C:30]=[N:31][CH2:32][CH2:33][CH2:34][N:35]([CH3:36])[CH3:37])[CH3:38].[CH3:1][O:2][c:3]1[cH:4][c:5]2[c:6]([O:15][c:16]3[cH:17][cH:18][c:19]([O:20][CH2:21][C:22](=[O:23])[OH:24])[cH:25][cH:26]3)[cH:7][cH:8][n:9][c:10]2[cH:11][c:12]1[O:13][CH3:14].[CH3:50][c:51]1[cH:52][cH:53][c:54]([NH2:55])[cH:56][cH:57]1.[CH:63]([Cl:64])([Cl:65])[Cl:66].[ClH:27].[Na+:58].[OH2:49].[OH:39][n:40]1[c:41]2[c:42]([cH:43][cH:44][cH:45][cH:46]2)[n:47][n:48]1.[OH:59][C:60](=[O:61])[O-:62]>>[CH3:1][O:2][c:3]1[cH:4][c:5]2[c:6]([O:15][c:16]3[cH:17][cH:18][c:19]([O:20][CH2:21][C:22](=[O:23])[NH:55][c:54]4[cH:53][cH:52][c:51]([CH3:50])[cH:57][cH:56]4)[cH:25][cH:26]3)[cH:7][cH:8][n:9][c:10]2[cH:11][c:12]1[O:13][CH3:14]. Starting materials: BrCCCl (1-bromo-2-chloroethane), C([O-])([O-])=O.[K+].[K+] (potassium carbonate), CN(C=O)C (N,N-dimethylformamide), BrC=1C=CC(=C(C1)O)OC (5-bromo-2-methoxyphenol), BrCCCl (1-bromo-2-chloroethane), C([O-])([O-])=O.[K+].[K+] (potassium carbonate). The solvent is O (water). Reaction conditions: temperature 70 celsius, time 5 hour. The product is BrC1=CC(=C(C=C1)OC)OCCCl (4-Bromo-2-(2-chloroethoxy)-1-methoxybenzene). Isolated yield 103.4%. Reaction SMILES: CN(C)C=O.[Br:6][C:7]1[CH:8]=[CH:9][C:10]([O:14][CH3:15])=[C:11]([OH:13])[CH:12]=1.Br[CH2:17][CH2:18][Cl:19].C(=O)([O-])[O-].[K+].[K+]>O>[Br:6][C:7]1[CH:8]=[CH:9][C:10]([O:14][CH3:15])=[C:11]([O:13][CH2:17][CH2:18][Cl:19])[CH:12]=1 |f:3.4.5|. Procedure: To 1.2 L of N,N-dimethylformamide solution containing 159 g (0.79 mol) of 5-bromo-2-methoxyphenol (see WO 01019785) were added 340 g (2.37 mol) of 1-bromo-2-chloroethane and 120 g (0.868 mol) of potassium carbonate, and the mixture was stirred at 70° C. for 5 hours. Then, 220 g (1.53 mol) of 1-bromo-2-chloroethane and 80 g (0.58 mol) of potassium carbonate were additionally added thereto twice by dividing them to two portions during the reaction, and the mixture was further stirred for 7 hours. ... The solvent is C1CCOC1 (THF). RXN SMILES: [H-].[Na+].[Br:3][C:4]1[C:5]([NH:10][C:11](=[O:29])[CH2:12][C:13]2[CH2:14][CH2:15][N:16]([C:19]([O:21][CH2:22][C:23]3[CH:28]=[CH:27][CH:26]=[CH:25][CH:24]=3)=[O:20])[CH2:17][CH:18]=2)=[N:6][CH:7]=[CH:8][CH:9]=1.C(OCCl)C.[CH3:35][Si:36]([CH3:43])([CH3:42])[CH2:37][CH2:38][O:39][CH2:40]Cl>C1COCC1>[Br:3][C:4]1[C:5]([N:10]([CH2:40][O:39][CH2:38][CH2:37][Si:36]([CH3:43])([CH3:42])[CH3:35])[C:11](=[O:29])[CH2:12][C:13]2[CH2:14][CH2:15][N:16]([C:19]([O:21][CH2:22][C:23]3[CH:24]=[CH:25][CH:26]=[CH:27][CH:28]=3)=[O:20])[CH2:17][CH:18]=2)=[N:6][CH:7]=[CH:8][CH:9]=1 |f:0.1|. The reactants are [H-].[Na+] (Sodium hydride), BrC=1C(=NC=CC1)NC(CC=1CCN(CC1)C(=O)OCC1=CC=CC=C1)=O (benzyl 4-{2-[(3-bromopyridin-2-yl)amino]-2-oxoethyl}-3,6-dihydropyridine-1(2H)-carboxylate), C(C)OCCl (ethoxymethyl chloride), [H-].[Na+] (sodium hydride), C[Si](CCOCCl)(C)C (2-(trimethylsilyl)ethoxymethyl chloride). Procedure details: Sodium hydride (60% dispersion in mineral oil; 117 mg, 4.88 mol) was added in portions over 10 min to a solution of benzyl 4-{2-[(3-bromopyridin-2-yl)amino]-2-oxoethyl}-3,6-dihydropyridine-1(2H)-carboxylate (1.91 g, 4.43 mol) in THF (15 mL) at 0° C. After 0.5 h, 2-trimethylsilyl)ethoxymethyl chloride (0.861 mL, 4.88 mol) was then added slowly, keeping the temperature of the reaction mixture below 10° C. After 4 h, sodium hydride (60 mg) and 2-(trimethylsilyl)ethoxymethyl chloride (0.45 ml) were ... Yields the product BrC=1C(=NC=CC1)N(C(CC=1CCN(CC1)C(=O)OCC1=CC=CC=C1)=O)COCC[Si](C)(C)C (Benzyl 4-[2-((3-bromopyridin-2-yl){[2-(trimethylsilyl)ethoxy]methyl}amino)-2-oxoethyl]-3,6-dihydropyridine-1(2H)-carboxylate). Run at time 0.5 hour. The reactants are FC1=C(C=C(C=C1)CCC=O)C (3-(4-fluoro-3-methylphenyl)propanal), CN.Cl (MeNH2HCl), [BH3-]C#N.[Na+] (NaBH3CN). The solvent is CO (MeOH). Conditions: time 2 hour. Yields the product FC1=C(C=C(C=C1)CCCNC)C (3-(4-Fluoro-3-methylphenyl)-N-methylpropan-1-amine). Isolated yield 42.4%. As a reaction SMILES: [F:1][C:2]1[CH:7]=[CH:6][C:5]([CH2:8][CH2:9][CH:10]=O)=[CH:4][C:3]=1[CH3:12].CN.Cl.[BH3-][C:17]#[N:18].[Na+]>CO>[F:1][C:2]1[CH:7]=[CH:6][C:5]([CH2:8][CH2:9][CH2:10][NH:18][CH3:17])=[CH:4][C:3]=1[CH3:12] |f:1.2,3.4|. Reported procedure: To a solution of 3-(4-fluoro-3-methylphenyl)propanal (1.0 g, 6 mmol) in 20 mL MeOH was added MeNH2HCl (556 mg, 7.2 mmol) followed by NaBH3CN (452 mg, 7.2 mmol) at room temperature. The mixture was stirred for 2 h at the room temperature. The reaction was quenched by pouring into 20 mL 5% aqueous NaOH and diluted with ethyl acetate. The mixture was extracted with more ethyl acetate (3×15 mL) and the combined organic layers washed with brine (2×10 mL) and dried over Na2SO4. The mixture was concent... Starting materials: NC(CCP(OCC)(=O)C(OCC)OCC)C1=CC=C(C=C1)Cl (ethyl 3-amino-3-(4-chlorophenyl)propyl(diethoxymethyl)phosphinate). Run in Cl (hydrochloric acid). Product: NC(CCP(O)O)C1=CC=C(C=C1)Cl (3-amino-3-(4-chlorophenyl)propylphosphonous acid). Reaction SMILES: [NH2:1][CH:2]([C:17]1[CH:22]=[CH:21][C:20]([Cl:23])=[CH:19][CH:18]=1)[CH2:3][CH2:4][P:5](C(OCC)OCC)(=[O:9])[O:6]CC>Cl>[NH2:1][CH:2]([C:17]1[CH:22]=[CH:21][C:20]([Cl:23])=[CH:19][CH:18]=1)[CH2:3][CH2:4][P:5]([OH:9])[OH:6]. Reported procedure: A solution of 10.5 g of ethyl 3-amino-3-(4-chlorophenyl)propyl(diethoxymethyl)phosphinate in 100 ml of 36% aqueous hydrochloric acid is heated to reflux for a period of 2 hours. The reaction mixture is then allowed to cool to room temperature, concentrated under reduced pressure, and co-evaporated twice with 25 ml of water under reduced pressure. The crude product is then dissolved in 20 ml of water, washed twice with 20 ml of diethyl ether and the aqueous layer is then separated and evaporated ... Reactants: CN(C(C(CC1=CC2=CC=CC=C2C=C1)NC)=O)C(CC1=CC=CC=C1)C(NC)=O (N-Methyl-2-methylamino-N-(1-(methyl-carbamoyl)-2-phenylethyl)-3-(2-naphthyl)propionamide), C(C)(C)(C)OC(=O)N1CC(C1)\C=C\C(=O)O (3-((E)-2-Carboxyvinyl)azetidine-1-carboxylic acid tert-butyl ester), ON1N=NC2=C1N=CC=C2 (1-Hydroxy-7-azabenzotriazole), Cl.CN(CCCN=C=NCC)C (N-(3-dimethylaminopropyl)-N'-ethylcarbodiimide hydrochloride), C(C)N(C(C)C)C(C)C (Ethyldiisopropylamine). Solvent: C(Cl)Cl (Methylene chloride), C(Cl)Cl (methylene chloride), C(Cl)Cl (methylene chloride). Conditions: time 15 minute. Yields the product C(C)(C)(C)OC(=O)N1CC(C1)\C=C\C(N([C@H](CC1=CC2=CC=CC=C2C=C1)C(N([C@H](CC1=CC=CC=C1)C(NC)=O)C)=O)C)=O (3-((E)-2-(methyl((1R)-1-(methyl((1R)-1-(methylcarbamoyl)-2-phenylethyl)carbamoyl)-2-(2-naphthyl)ethyl)carbamoyl)vinyl)azetidine-1-carboxylic acid tert-butyl ester). Isolated yield 64.5%. RXN SMILES: [C:1]([O:5][C:6]([N:8]1[CH2:11][CH:10](/[CH:12]=[CH:13]/[C:14]([OH:16])=O)[CH2:9]1)=[O:7])([CH3:4])([CH3:3])[CH3:2].ON1C2N=CC=CC=2N=N1.Cl.CN(C)CCCN=C=NCC.[CH3:39][N:40]([CH:57]([C:65](=[O:68])[NH:66][CH3:67])[CH2:58][C:59]1[CH:64]=[CH:63][CH:62]=[CH:61][CH:60]=1)[C:41](=[O:56])[CH:42]([NH:54][CH3:55])[CH2:43][C:44]1[CH:53]=[CH:52][C:51]2[C:46](=[CH:47][CH:48]=[CH:49][CH:50]=2)[CH:45]=1.C(N(C(C)C)C(C)C)C>C(Cl)Cl>[C:1]([O:5][C:6]([N:8]1[CH2:9][CH:10](/[CH:12]=[CH:13]/[C:14](=[O:16])[N:54]([CH3:55])[C@@H:42]([C:41](=[O:56])[N:40]([CH3:39])[C@@H:57]([C:65](=[O:68])[NH:66][CH3:67])[CH2:58][C:59]2[CH:64]=[CH:63][CH:62]=[CH:61][CH:60]=2)[CH2:43][C:44]2[CH:53]=[CH:52][C:51]3[C:46](=[CH:47][CH:48]=[CH:49][CH:50]=3)[CH:45]=2)[CH2:11]1)=[O:7])([CH3:2])([CH3:3])[CH3:4] |f:2.3|. Procedure details: 3-((E)-2-Carboxyvinyl)azetidine-1-carboxylic acid tert-butyl ester (0.28 g; 1.24 mmol) was dissolved in methylene chloride (3 mL). 1-Hydroxy-7-azabenzotriazole (0.17 g; 1.24 mmol) and N-(3-dimethylaminopropyl)-N'-ethylcarbodiimide hydrochloride (0.26 g; 1.36 mmol) were added and the reaction mixture was stirred for 15 min at room temperature. N-Methyl-2-methylamino-N-(1-(methyl-carbamoyl)-2-phenylethyl)-3-(2-naphthyl)propionamide (0.50 g; 1.24 mmol) (prepared as in example 1) was dissolved in me... As a reaction SMILES: [F:1][C:2]([F:32])([F:31])[C:3]1[CH:8]=[CH:7][C:6]([C:9]2[N:10]=[CH:11][C:12]([NH:15][CH:16]([C:20]3[CH:30]=[CH:29][C:23]([C:24]([O:26]CC)=[O:25])=[CH:22][CH:21]=3)[CH2:17][CH2:18][CH3:19])=[N:13][CH:14]=2)=[CH:5][CH:4]=1.CO.[OH-].[Na+]>C1COCC1>[F:32][C:2]([F:1])([F:31])[C:3]1[CH:8]=[CH:7][C:6]([C:9]2[N:10]=[CH:11][C:12]([NH:15][CH:16]([C:20]3[CH:21]=[CH:22][C:23]([C:24]([OH:26])=[O:25])=[CH:29][CH:30]=3)[CH2:17][CH2:18][CH3:19])=[N:13][CH:14]=2)=[CH:5][CH:4]=1 |f:2.3|. Yield: 87.1%. Reaction conditions: temperature 50 celsius, time 2 hour. Solvent: C1CCOC1 (THF). Yields the product FC(C1=CC=C(C=C1)C=1N=CC(=NC1)NC(CCC)C1=CC=C(C(=O)O)C=C1)(F)F ((±)-4-(1-((5-(4-(trifluoromethyl)phenyl)pyrazin-2-yl)amino)butyl)benzoic acid). The reactants are FC(C1=CC=C(C=C1)C=1N=CC(=NC1)NC(CCC)C1=CC=C(C(=O)OCC)C=C1)(F)F ((±)-ethyl 4-(1-((5-(4-(trifluoromethyl)phenyl)pyrazin-2-yl)amino)butyl)benzoate), CO (MeOH), [OH-].[Na+] (NaOH). Reported procedure: Part B: A round bottom flask was charged with (±)-ethyl 4-(1-((5-(4-(trifluoromethyl)phenyl)pyrazin-2-yl)amino)butyl)benzoate (3.96 g, 8.93 mmol), MeOH (70 mL) and THF (70 mL). NaOH aq. 1M (44.6 mL) was then added in one portion and reaction stirred at room temperature for 1 hour and at 50° C. for 2 hours. Reaction mixture was cooled down to room temperature and organic solvents removed under reduced pressure. Water added to dissolve the crude solid and pH adjusted to ca. 4.5 with HCl (aq. 1N). ...